From a dataset of the Open Reaction Database (ORD), a public repository of structured organic reaction records. describe an organic reaction: reactants, conditions, products, and yield Starting materials: [Br-], Br, O=C([O-])[O-], [K+], [K+], O=N[O-], [Na+], Nc1cnc2nc(OCCN3CCOCC3)nc(N3CCOCC3)c2c1, O. The product is Brc1cnc2nc(OCCN3CCOCC3)nc(N3CCOCC3)c2c1. As a reaction SMILES: [Br-:27].[BrH:39].[C:32](=[O:33])([O-:34])[O-:35].[K+:36].[K+:37].[N:28]([O-:29])=[O:30].[Na+:31].[O:1]1[CH2:2][CH2:3][N:4]([c:7]2[c:8]3[c:9]([n:10][c:11]([O:13][CH2:14][CH2:15][N:16]4[CH2:17][CH2:18][O:19][CH2:20][CH2:21]4)[n:12]2)[n:22][cH:23][c:24]([NH2:26])[cH:25]3)[CH2:5][CH2:6]1.[OH2:38]>>[O:1]1[CH2:2][CH2:3][N:4]([c:7]2[c:8]3[c:9]([n:10][c:11]([O:13][CH2:14][CH2:15][N:16]4[CH2:17][CH2:18][O:19][CH2:20][CH2:21]4)[n:12]2)[n:22][cH:23][c:24]([Br:27])[cH:25]3)[CH2:5][CH2:6]1.